This data is from the Open Reaction Database (ORD), a public repository of structured organic reaction records. The task is: describe an organic reaction: reactants, conditions, products, and yield Conditions: temperature 60 celsius, time 5 minute. Reported procedure: To a solution of diethyl acetamidomalonate XC (1.75 g, 8.05 mmol) in THF (20 mL) was added piperidine (0.62 mL, 6.7 mmol) and 36% aqueous solution formaldehyde (0.23 mL, 8.25 mmol). The reaction mixture was stirred at 60° C. for 5 min. The mixture was cooled to −5° C. and kept at this temperature overnight. The precipitate was filtered to produce 1,3-diethyl 2-acetamido-2-(piperidin-1-ylmethyl)propanedioate XCI as a white crystallized solid (1.01 g, 3.21 mmol, 40% yield). 1H NMR (CDCl3) 1.15-1.3... Run in C1CCOC1 (THF). RXN SMILES: [C:1]([NH:4][CH:5]([C:11]([O:13][CH2:14][CH3:15])=[O:12])[C:6]([O:8][CH2:9][CH3:10])=[O:7])(=[O:3])[CH3:2].[NH:16]1[CH2:21][CH2:20][CH2:19][CH2:18][CH2:17]1.[CH2:22]=O>C1COCC1>[C:1]([NH:4][C:5]([CH2:22][N:16]1[CH2:21][CH2:20][CH2:19][CH2:18][CH2:17]1)([C:11]([O:13][CH2:14][CH3:15])=[O:12])[C:6]([O:8][CH2:9][CH3:10])=[O:7])(=[O:3])[CH3:2]. The reactants are C(C)(=O)NC(C(=O)OCC)C(=O)OCC (diethyl acetamidomalonate), N1CCCCC1 (piperidine), aqueous solution, C=O (formaldehyde). The product is C(C)(=O)NC(C(=O)OCC)(C(=O)OCC)CN1CCCCC1 (1,3-diethyl 2-acetamido-2-(piperidin-1-ylmethyl)propanedioate). The yield is 24.8%. The solvent is CO (methanol). Conditions: temperature 200 celsius. Yields the product C(C)N1C=C(C(C2=CC=C(C=C12)N1CCN(CC1)C1=CC=NC=C1)=O)C(=O)O (1-Ethyl-7-[4-(4-pyridyl)piperazin-1-yl]-4-quinolon-3-ylcarboxylic acid). Procedure: A mixture of 1-ethyl-7-chloro-4-quinolon-3-ylcarboxylic acid (182 mg) and 1-(4-pyridyl) piperazine (125 mg ) was heated to 200° C. for 20 minutes. The mixture was cooled and methanol (5 ml) was added. The resulting solid was filtered and washed with methanol (10 ml) to give the title compound (68 mg), as a solid: NMR (d6DMSO) δ1.4(t,3H), 3.75-3.85(m,4H), 3.9-4.0(m,4H), 4.55(q,2H), 6.9(d,1H), 7.2(d,2H), 7.3(dd,1H), 8.2(d,1H), 8.3(d,2H), 8.9(s,1H); m/e 379(M+H)+ The reactants are C(C)N1C=C(C(C2=CC=C(C=C12)Cl)=O)C(=O)O (1-ethyl-7-chloro-4-quinolon-3-ylcarboxylic acid), N1=CC=C(C=C1)N1CCNCC1 (1-(4-pyridyl) piperazine). Reaction SMILES: [CH2:1]([N:3]1[C:12]2[C:7](=[CH:8][CH:9]=[C:10](Cl)[CH:11]=2)[C:6](=[O:14])[C:5]([C:15]([OH:17])=[O:16])=[CH:4]1)[CH3:2].[N:18]1[CH:23]=[CH:22][C:21]([N:24]2[CH2:29][CH2:28][NH:27][CH2:26][CH2:25]2)=[CH:20][CH:19]=1>CO>[CH2:1]([N:3]1[C:12]2[C:7](=[CH:8][CH:9]=[C:10]([N:27]3[CH2:28][CH2:29][N:24]([C:21]4[CH:22]=[CH:23][N:18]=[CH:19][CH:20]=4)[CH2:25][CH2:26]3)[CH:11]=2)[C:6](=[O:14])[C:5]([C:15]([OH:17])=[O:16])=[CH:4]1)[CH3:2]. Reactants: N1=C(C=CC=C1)C (2-picoline), BrCC(=O)C1=CC=C(C=C1)C (2-bromo-4'-methylacetophenone), C(C)OCC (diethyl ether). Run in CC(=O)C (acetone). Conditions: temperature 80 celsius, time 45 minute. Product: CC1=CC=C(C=C1)C=1C=C2C=CC=CN2C1 (2-(4-methylphenyl)indolizine). The yield is 74.2%. RXN SMILES: [N:1]1[CH:6]=[CH:5][CH:4]=[CH:3][C:2]=1[CH3:7].Br[CH2:9][C:10]([C:12]1[CH:17]=[CH:16][C:15]([CH3:18])=[CH:14][CH:13]=1)=O.C(OCC)C>CC(C)=O>[CH3:18][C:15]1[CH:16]=[CH:17][C:12]([C:10]2[CH:7]=[C:2]3[N:1]([CH:9]=2)[CH:6]=[CH:5][CH:4]=[CH:3]3)=[CH:13][CH:14]=1. Procedure details: To a stirred solution of 2-picoline (5.12 g) in acetone (10 ml) was added 2-bromo-4'-methylacetophenone (10.4 g) in one portion and the mixture was heated at 80° C. for one hour. After addition of diethyl ether, the crystalline product was collected and washed with diethyl ether. After drying in air for several hours, this product was suspended in water (100 ml) and a solution of sodium bicarbonate (21 g) in water (100 ml) was added dropwise to the suspension. The mixture was stirred at ambient ... Starting materials: ClC1=NC=C(C(=N1)NC1=C(C=C(C=C1)N1CCOCC1)OC)Cl ((2,5-Dichloro-pyrimidin-4-yl)-(2-methoxy-4-morpholin-4-yl-phenyl)-amine), O1CCOCC1 (dioxane), NC1=CC2=C(NC(CCC2(C)C)=O)C=C1 (7-Amino-5,5-dimethyl-1,3,4,5-tetrahydro-benzo[b]azepin-2-one), Cl (HCl). Run in COCCO (2-methoxyethanol). Yields the product ClC=1C(=NC(=NC1)NC1=CC2=C(N(C(CCC2(C)C)=O)CC)C=C1)NC1=C(C=C(C=C1)N1CCOCC1)OC (7-[5-Chloro-4-(2-methoxy-4-morpholin-4-yl-phenylamino)-pyrimidin-2-ylamino]-1-ethyl-5,5-dimethyl-1,3,4,5-tetrahydro-benzo[b]azepin-2-one). Yield: 51.0%. RXN SMILES: Cl[C:2]1[N:7]=[C:6]([NH:8][C:9]2[CH:14]=[CH:13][C:12]([N:15]3[CH2:20][CH2:19][O:18][CH2:17][CH2:16]3)=[CH:11][C:10]=2[O:21][CH3:22])[C:5]([Cl:23])=[CH:4][N:3]=1.[NH2:24][C:25]1[CH:38]=[CH:37][C:28]2[NH:29][C:30](=[O:36])[CH2:31][CH2:32][C:33]([CH3:35])([CH3:34])[C:27]=2[CH:26]=1.Cl.O1CCO[CH2:42][CH2:41]1>COCCO>[Cl:23][C:5]1[C:6]([NH:8][C:9]2[CH:14]=[CH:13][C:12]([N:15]3[CH2:20][CH2:19][O:18][CH2:17][CH2:16]3)=[CH:11][C:10]=2[O:21][CH3:22])=[N:7][C:2]([NH:24][C:25]2[CH:38]=[CH:37][C:28]3[N:29]([CH2:41][CH3:42])[C:30](=[O:36])[CH2:31][CH2:32][C:33]([CH3:35])([CH3:34])[C:27]=3[CH:26]=2)=[N:3][CH:4]=1. Procedure: Combined (2,5-Dichloro-pyrimidin-4-yl)-(2-methoxy-4-morpholin-4-yl-phenyl)-amine (108 mg, 0.304 mmol), 7-Amino-5,5-dimethyl-1,3,4,5-tetrahydro-benzo[b]azepin-2-one (79 mg, 0.387 mmol), 4 N HCl in dioxane (100 ul) and 2-methoxyethanol (4 mL). Heated reaction to 120° C. for 2 hours. Evaporated off solvent and purified with normal phase chromatography to yield an off-white solid, 7-[5-Chloro-4-(2-methoxy-4-morpholin-4-yl-phenylamino)-pyrimidin-2-ylamino]-1-ethyl-5,5-dimethyl-1,3,4,5-tetrahydro-benz... Starting materials: [Al+3], [Cl-], [Cl-], [Cl-], O=C(O)COc1cccc(Cl)c1Cl, Cl, O=C(Cl)c1ccccc1F, S=C=S. Yields the product O=C(O)COc1ccc(C(=O)c2ccccc2F)c(Cl)c1Cl. Reaction SMILES: [Al+3:2].[Cl-:1].[Cl-:3].[Cl-:4].[Cl:15][c:16]1[c:17]([O:18][CH2:19][C:20](=[O:21])[OH:22])[cH:23][cH:24][cH:25][c:26]1[Cl:27].[ClH:28].[F:5][c:6]1[c:7]([C:8](=[O:9])[Cl:10])[cH:11][cH:12][cH:13][cH:14]1.[S:29]=[C:30]=[S:31]>>[F:5][c:6]1[c:7]([C:8](=[O:9])[c:25]2[cH:24][cH:23][c:17]([O:18][CH2:19][C:20](=[O:21])[OH:22])[c:16]([Cl:15])[c:26]2[Cl:27])[cH:11][cH:12][cH:13][cH:14]1. Reactants: CCO, COc1ccc(N(C)c2nc(Cl)nc3ccccc23)cc1, Cl. Yields the product CCOc1nc(N(C)c2ccc(OC)cc2)c2ccccc2n1. RXN SMILES: [CH3:23][CH2:24][OH:25].[Cl:1][c:2]1[n:3][c:4]2[cH:5][cH:6][cH:7][cH:8][c:9]2[c:10]([N:12]([CH3:13])[c:14]2[cH:15][cH:16][c:17]([O:20][CH3:21])[cH:18][cH:19]2)[n:11]1.[ClH:22]>>[c:2]1([O:25][CH2:24][CH3:23])[n:3][c:4]2[cH:5][cH:6][cH:7][cH:8][c:9]2[c:10]([N:12]([CH3:13])[c:14]2[cH:15][cH:16][c:17]([O:20][CH3:21])[cH:18][cH:19]2)[n:11]1.